This data is from the Open Reaction Database (ORD), a public repository of structured organic reaction records. The task is: describe an organic reaction: reactants, conditions, products, and yield The reactants are ClCCl, COc1cc(C(=O)N2Cc3ccccc3Cc3ccccc32)ccc1N, Cc1ccc(F)cc1C(=O)Cl, CCN(C(C)C)C(C)C. The product is COc1cc(C(=O)N2Cc3ccccc3Cc3ccccc32)ccc1NC(=O)c1cc(F)ccc1C. RXN SMILES: [CH2:47]([Cl:48])[Cl:49].[CH3:1][O:2][c:3]1[cH:4][c:5]([C:6](=[O:7])[N:8]2[c:9]3[c:10]([cH:19][cH:20][cH:21][cH:22]3)[CH2:11][c:12]3[c:13]([cH:15][cH:16][cH:17][cH:18]3)[CH2:14]2)[cH:23][cH:24][c:25]1[NH2:26].[CH3:36][c:37]1[c:38]([C:39](=[O:40])[Cl:41])[cH:42][c:43]([F:46])[cH:44][cH:45]1.[CH:27]([N:28]([CH2:29][CH3:30])[CH:31]([CH3:32])[CH3:33])([CH3:34])[CH3:35]>>[CH3:1][O:2][c:3]1[cH:4][c:5]([C:6](=[O:7])[N:8]2[c:9]3[c:10]([cH:19][cH:20][cH:21][cH:22]3)[CH2:11][c:12]3[c:13]([cH:15][cH:16][cH:17][cH:18]3)[CH2:14]2)[cH:23][cH:24][c:25]1[NH:26][C:39]([c:38]1[c:37]([CH3:36])[cH:45][cH:44][c:43]([F:46])[cH:42]1)=[O:40]. RXN SMILES: [BH4-].[Na+].[CH3:3][C:4]([C@@H:6]1[C@@:10]2([CH3:28])[CH2:11][CH2:12][C@@H:13]3[C@@:18]4([CH3:27])[CH2:19][CH2:20][C@H:21]([O:23][C:24]([CH3:26])=[O:25])[CH2:22][C:17]4=[CH:16][CH2:15][C@H:14]3[C@@H:9]2[CH2:8][CH2:7]1)=[O:5]>C(O)C.C(Cl)Cl>[C:24]([O:23][CH:21]1[CH2:20][CH2:19][C@@:18]2([CH3:27])[C:17](=[CH:16][CH2:15][C@@H:14]3[C@@H:13]2[CH2:12][CH2:11][C@@:10]2([CH3:28])[C@H:9]3[CH2:8][CH2:7][C@@H:6]2[CH:4]([OH:5])[CH3:3])[CH2:22]1)(=[O:25])[CH3:26] |f:0.1|. Reaction conditions: temperature 4 celsius, time 8 hour. Run in C(C)O (ethanol), C(Cl)Cl (methylene chloride). The reactants are [BH4-].[Na+] (Sodium borohydride), CC(=O)[C@H]1CC[C@@H]2[C@@]1(CC[C@H]3[C@H]2CC=C4[C@@]3(CC[C@@H](C4)OC(=O)C)C)C (pregnenolone acetate), [BH4-].[Na+] (sodium borohydride). The product is C(C)(=O)OC1CC2=CC[C@H]3[C@@H]4CC[C@H](C(C)O)[C@]4(CC[C@@H]3[C@]2(CC1)C)C (3-Acetoxy-pregn-5-en-20-ol). Procedure: Sodium borohydride (21 gm) was added to a solution of pregnenolone acetate (100 g, 0.28 mol) in absolute ethanol (1 L) and methylene chloride (0.4 L) at -10° C. After stirring overnight at 4° C., another amount of sodium borohydride (10.5 gm) was added and the reaction stirred at room temperature overnight. The reaction mixture was quenched by pouring into 5% sodium phosphate monobasic (2 L) and extracted with methylene chloride. The organic extracts were dried over anhydrous magnesium sulfate a... Starting materials: [BH4-], CC(C)(C)Nc1nc(Oc2ccc(B3OC(C)(C)C(C)(C)O3)c(C=O)c2)ccc1C#N, Cl, [Na+], CN(C)C=O. Product: CC(C)(C)Nc1nc(Oc2ccc3c(c2)COB3O)ccc1C#N. RXN SMILES: [BH4-:32].[C:1]([CH3:2])([CH3:3])([CH3:4])[NH:5][c:6]1[c:7]([C:8]#[N:9])[cH:10][cH:11][c:12]([O:14][c:15]2[cH:16][c:17]([CH:30]=[O:31])[c:18]([B:21]3[O:22][C:23]([CH3:28])([CH3:29])[C:24]([CH3:26])([CH3:27])[O:25]3)[cH:19][cH:20]2)[n:13]1.[ClH:34].[Na+:33].[O:35]=[CH:36][N:37]([CH3:38])[CH3:39]>>[C:1]([CH3:2])([CH3:3])([CH3:4])[NH:5][c:6]1[c:7]([C:8]#[N:9])[cH:10][cH:11][c:12]([O:14][c:15]2[cH:16][c:17]3[c:18]([cH:19][cH:20]2)[B:21]([OH:25])[O:22][CH2:23]3)[n:13]1. Yields the product FC1=C(C=C(C=C1)F)N1N=CC=C1C1=NN(C=CC1=O)C1=CC(=CC=C1)OC(F)(F)F (3-[2-(2,5-Difluoro-phenyl)-2H-pyrazol-3-yl]-1-(3-trifluoromethoxy-phenyl)-1H-pyridazin-4-one). Procedure details: Reaction of 3-((E)-3-dimethylamino-acryloyl)-1-(3-trifluoromethoxy-phenyl)-1H-pyridazin-4-one (A-6) and (2,5-difluoro-phenyl)-hydrazine according to example 43 gave the desired product. MS: M=435.0 (M+H)+ Starting materials: CN(/C=C/C(=O)C1=NN(C=CC1=O)C1=CC(=CC=C1)OC(F)(F)F)C (3-((E)-3-dimethylamino-acryloyl)-1-(3-trifluoromethoxy-phenyl)-1H-pyridazin-4-one), FC1=C(C=C(C=C1)F)NN ((2,5-difluoro-phenyl)-hydrazine). RXN SMILES: C[N:2](C)/[CH:3]=[CH:4]/[C:5]([C:7]1[C:12](=[O:13])[CH:11]=[CH:10][N:9]([C:14]2[CH:19]=[CH:18][CH:17]=[C:16]([O:20][C:21]([F:24])([F:23])[F:22])[CH:15]=2)[N:8]=1)=O.[F:26][C:27]1[CH:32]=[CH:31][C:30]([F:33])=[CH:29][C:28]=1[NH:34]N>>[F:26][C:27]1[CH:32]=[CH:31][C:30]([F:33])=[CH:29][C:28]=1[N:34]1[C:5]([C:7]2[C:12](=[O:13])[CH:11]=[CH:10][N:9]([C:14]3[CH:19]=[CH:18][CH:17]=[C:16]([O:20][C:21]([F:24])([F:23])[F:22])[CH:15]=3)[N:8]=2)=[CH:4][CH:3]=[N:2]1. Starting materials: C1CCOC1, C[Si](C)(C)[N-][Si](C)(C)C, Cc1ccc2c(Cl)nccc2c1N, Fc1ncccc1-c1ncnc2[nH]ccc12, [Li+]. Product: Cc1ccc2c(Cl)nccc2c1Nc1ncccc1-c1ncnc2[nH]ccc12. RXN SMILES: [CH2:40]1[O:41][CH2:42][CH2:43][CH2:44]1.[CH3:30][Si:31]([N-:32][Si:33]([CH3:34])([CH3:35])[CH3:36])([CH3:37])[CH3:38].[Cl:17][c:18]1[n:19][cH:20][cH:21][c:22]2[c:23]([NH2:29])[c:24]([CH3:28])[cH:25][cH:26][c:27]12.[F:1][c:2]1[n:3][cH:4][cH:5][cH:6][c:7]1-[c:8]1[c:9]2[c:10]([n:11][cH:12][n:13]1)[nH:14][cH:15][cH:16]2.[Li+:39]>>[c:2]1([NH:29][c:23]2[c:22]3[cH:21][cH:20][n:19][c:18]([Cl:17])[c:27]3[cH:26][cH:25][c:24]2[CH3:28])[n:3][cH:4][cH:5][cH:6][c:7]1-[c:8]1[c:9]2[c:10]([n:11][cH:12][n:13]1)[nH:14][cH:15][cH:16]2. Reactants: ClC1=CC=C(C=C1)C=1C=CC(=C(N)C1)[N+](=O)[O-] (5-(4-chlorophenyl)-2-nitroaniline), Cl (hydrogen chloride), C([O-])(O)=O.[Na+] (sodium bicarbonate). The reagents and catalysts are [Zn] (Zn). The solvent is C(C)O (ethanol), O (water). Conditions: temperature 85 celsius, time 2 hour. Product: ClC1=CC=C(C=C1)C=1C=C(C(=CC1)N)N (4-(4-chlorophenyl)benzene-1,2-diamine). Yield: 75.6%. RXN SMILES: [Cl:1][C:2]1[CH:7]=[CH:6][C:5]([C:8]2[CH:9]=[CH:10][C:11]([N+:15]([O-])=O)=[C:12]([CH:14]=2)[NH2:13])=[CH:4][CH:3]=1.Cl.C(=O)(O)[O-].[Na+]>C(O)C.O.[Zn]>[Cl:1][C:2]1[CH:3]=[CH:4][C:5]([C:8]2[CH:14]=[C:12]([NH2:13])[C:11]([NH2:15])=[CH:10][CH:9]=2)=[CH:6][CH:7]=1 |f:2.3|. Procedure: To a solution of 5-chloro-2-nitroaniline (2 g, 11.59 mmol) in dioxane (100 ml) and water (10 ml) was added (4-chlorophenyl)boronic acid (3.6 g, 23.02 mmol), K3PO4 (5.01 g, 23.18 mmol) and Pd(PPh3)4 (0.7 g, 0.58 mmol) with stirring for 4 h at 95° C. maintained with an inert atmosphere of nitrogen. Then the resulting mixture was concentrated under vacuum to give a residue, which was purified by a silica gel column with 2% to 5% ethyl acetate in petroleum ether to afford 4-(4-chlorophenyl)-2-nitroa... Starting materials: OC1=CC=C(OC2=CC=C(OC[C@H](C)NC(C)=O)C=C2)C=C1 (N—{(S)-2-[4-(4-Hydroxyphenoxy)phenoxy]-1-methylethyl}acetamide), IC(C)C (2-iodopropane). RXN SMILES: [OH:1][C:2]1[CH:22]=[CH:21][C:5]([O:6][C:7]2[CH:20]=[CH:19][C:10]([O:11][CH2:12][C@@H:13]([NH:15][C:16](=[O:18])[CH3:17])[CH3:14])=[CH:9][CH:8]=2)=[CH:4][CH:3]=1.I[CH:24]([CH3:26])[CH3:25]>>[CH:24]([O:1][C:2]1[CH:3]=[CH:4][C:5]([O:6][C:7]2[CH:20]=[CH:19][C:10]([O:11][CH2:12][C@@H:13]([NH:15][C:16](=[O:18])[CH3:17])[CH3:14])=[CH:9][CH:8]=2)=[CH:21][CH:22]=1)([CH3:26])[CH3:25]. Yields the product C(C)(C)OC1=CC=C(OC2=CC=C(OC[C@H](C)NC(C)=O)C=C2)C=C1 (N—{(S)-2-[4-(4-Isopropoxyphenoxy)phenoxy]-1-methylethyl}acetamide). Reported procedure: N—{(S)-2-[4-(4-Hydroxyphenoxy)phenoxy]-1-methylethyl}acetamide (139 mg, 0.46 mmol) was reacted with 2-iodopropane in analogy to example 10b. Yield: 51 mg (32%), M+H+: 344.23. Reactants: C(C1=CC=CC=C1)(=O)NC1=CC=C(C(=O)NC2=CC=C(C=C2)[C@H]2[C@@H](C2)N(C(OC(C)(C)C)=O)CC2CC2)C=C1 (tert-Butyl [trans-2-(4-{[4-(benzoylamino)benzoyl]amino}phenyl)cyclopropyl]-(cyclopropylmethyl)carbamate), Cl.COC1CCCC1 (hydrochloric acid cyclopentyl methyl ether). Conditions: time 2 hour. The product is Cl.C(C1=CC=CC=C1)(=O)NC1=CC=C(C(=O)NC2=CC=C(C=C2)[C@H]2[C@@H](C2)NCC2CC2)C=C1 (4-(benzoylamino)-N-(4-{trans-2-[(cyclopropylmethyl)amino]-cyclopropyl}phenyl)benzamide hydrochloride). RXN SMILES: [C:1]([NH:9][C:10]1[CH:39]=[CH:38][C:13]([C:14]([NH:16][C:17]2[CH:22]=[CH:21][C:20]([C@@H:23]3[CH2:25][C@H:24]3[N:26]([CH2:34][CH:35]3[CH2:37][CH2:36]3)C(=O)OC(C)(C)C)=[CH:19][CH:18]=2)=[O:15])=[CH:12][CH:11]=1)(=[O:8])[C:2]1[CH:7]=[CH:6][CH:5]=[CH:4][CH:3]=1.[ClH:40].COC1CCCC1>>[ClH:40].[C:1]([NH:9][C:10]1[CH:39]=[CH:38][C:13]([C:14]([NH:16][C:17]2[CH:22]=[CH:21][C:20]([C@@H:23]3[CH2:25][C@H:24]3[NH:26][CH2:34][CH:35]3[CH2:36][CH2:37]3)=[CH:19][CH:18]=2)=[O:15])=[CH:12][CH:11]=1)(=[O:8])[C:2]1[CH:3]=[CH:4][CH:5]=[CH:6][CH:7]=1 |f:1.2,3.4|. Procedure details: tert-Butyl [trans-2-(4-{[4-(benzoylamino)benzoyl]amino}phenyl)cyclopropyl]-(cyclopropylmethyl)carbamate (98.0 mg) was dissolved in 4N hydrochloric acid/cyclopentyl methyl ether solution (1 mL), and the mixture was stirred at room temperature for 2 hr. The solvent was evaporated under reduced pressure. The residue was recrystallized from methanol/diisopropyl ether to give the title compound (44.6 mg). Starting materials: COC1=NC=CC(=C1)C#N (2-methoxy-4-cyanopyridine), Cl.NNC(=O)N (semicarbazide hydrochloride), C(C)(=O)[O-].[Na+] (sodium acetate), C(C)O (ethanol). The reagents and catalysts are [Ni] (Raney nickel). The solvent is O (water). Run at time 8 hour. The product is COC1=NC=CC(=C1)C=O (2-methoxypyridine-4-carboxaldehyde). Isolated yield 35.1%. RXN SMILES: [CH3:1][O:2][C:3]1[CH:8]=[C:7]([C:9]#N)[CH:6]=[CH:5][N:4]=1.Cl.NNC(N)=[O:15].C([O-])(=O)C.[Na+].C(O)C>[Ni].O>[CH3:1][O:2][C:3]1[CH:8]=[C:7]([CH:9]=[O:15])[CH:6]=[CH:5][N:4]=1 |f:1.2,3.4|. Procedure: A mixture of 2-methoxy-4-cyanopyridine (57.2 g), semicarbazide hydrochloride (71.24 g), sodium acetate (69.86 g), ethanol (1,200 ml) and water (370 ml) was hydrogenated at 344 kPa using Raney nickel catalyst (1.0 g). The mixture was evaporated to a volume of 450 ml, water (900 ml) was added and the mixture was allowed to stand at 0° overnight. The mixture was filtered and the solid was washed with water and was dissolved in 10% hydrochloric acid (950 ml). Formaldehyde solution (36% w/v, 420 ml) ...